The task is: describe an organic reaction: reactants, conditions, products, and yield. This data is from the Open Reaction Database (ORD), a public repository of structured organic reaction records. The reactants are CC1=C(C=CC(=C1)C(=O)N1CC=2N(CC3=C1C=CC=C3)C(=CC2)C(=O)NCC2=CC=C(C=C2)OC)C2=C(C=CC=C2)C (10-[(2,2′-DIMETHYL-1,1′-BIPHENYL-4-YL)CARBONYL]-N-(4-METHOXYBENZYL)-10,11-DIHYDRO-5H-PYRROLO[2,1-C][1,4]BENZODIAZEPINE-3-CARBOXAMIDE), B(Br)(Br)Br (boron tribromide). Run in ClCCl (dichloromethane), ClCCl (dichloromethane). Product: CC1=C(C=CC(=C1)C(=O)N1CC=2N(CC3=C1C=CC=C3)C(=CC2)C(=O)NCC2=CC=C(C=C2)O)C2=C(C=CC=C2)C (10-[(2,2′-DIMETHYL-1,1′-BIPHENYL-4-YL)CARBONYL]-N-(4-HYDROXYBENZYL)-10,11-DIHYDRO-5H-PYRROLO[2,1-C][1,4]BENZODIAZEPINE-3-CARBOXAMIDE). Yield: 128.9%. RXN SMILES: [CH3:1][C:2]1[CH:7]=[C:6]([C:8]([N:10]2[C:16]3[CH:17]=[CH:18][CH:19]=[CH:20][C:15]=3[CH2:14][N:13]3[C:21]([C:24]([NH:26][CH2:27][C:28]4[CH:33]=[CH:32][C:31]([O:34]C)=[CH:30][CH:29]=4)=[O:25])=[CH:22][CH:23]=[C:12]3[CH2:11]2)=[O:9])[CH:5]=[CH:4][C:3]=1[C:36]1[CH:41]=[CH:40][CH:39]=[CH:38][C:37]=1[CH3:42].B(Br)(Br)Br>ClCCl>[CH3:1][C:2]1[CH:7]=[C:6]([C:8]([N:10]2[C:16]3[CH:17]=[CH:18][CH:19]=[CH:20][C:15]=3[CH2:14][N:13]3[C:21]([C:24]([NH:26][CH2:27][C:28]4[CH:33]=[CH:32][C:31]([OH:34])=[CH:30][CH:29]=4)=[O:25])=[CH:22][CH:23]=[C:12]3[CH2:11]2)=[O:9])[CH:5]=[CH:4][C:3]=1[C:36]1[CH:41]=[CH:40][CH:39]=[CH:38][C:37]=1[CH3:42]. Procedure details: To a solution of 10-[(2,2′-dimethyl-1,1′-biphenyl-4-yl)carbonyl]-N-(4-methoxybenzyl)-10,11-dihydro-5H-pyrrolo[2,1-c][1,4]benzodiazepine-3-carboxamide of Example 8 (243 mg, 0.437 mmol) in dichloromethane (1.5 mL) at 0° C. under nitrogen was added a solution of boron tribromide in dichloromethane (1.0 M, 1.5 mL, 1.5 mmol) dropwise over 5 minutes. After 10 minutes at 0° C. the cooling bath was removed and the solution allowed to warm slowly to room temperature over 1.5 hours. The reaction was quenc... Isolated yield 90.0%. Reagents/catalysts: CN(C)C=1C=CN=CC1 (DMAP). Run at time 8 hour. Reactants: 94.5A, CN1C=2C=CC(=CC2N=C1CCCC(=O)O)N(CCCl)CCCl.Cl (bendamustine hydrochloride), C(CCC)O (1-butanol), C1(CCCCC1)N=C=NC1CCCCC1 (dicyclohexylcarbodiimide). Product: C(CCC)OC(CCCC1=NC2=C(N1C)C=CC(=C2)N(CCCl)CCCl)=O (4-{5-[Bis-(chloroethyl)-amino]-1-methyl-1H-benzimidazol-2-yl}butyric acid butyl ester). Solvent: three. Reported procedure: A 250 mL three neck round bottom flask was equipped with an overhead stirrer, thermocouple, temperature controller and nitrogen sweep then charged with 10.0 g (25.34 mmol) of bendamustine hydrochloride, 1.9 g (2.35 mL, 25.6 mmol, 1.01 eq) of 1-butanol, 5.3 g (25.6 mmol, 1.01 eq) of dicyclohexylcarbodiimide (DCC), 100 mL of MDC and 0.31 g (2.54 mmol, 0.1 eq) of DMAP. The reaction was stirred at room temperature overnight at which time an in process analysis indicated the reaction was complete. So... As a reaction SMILES: [CH3:1][N:2]1[C:10]([CH2:11][CH2:12][CH2:13][C:14]([OH:16])=[O:15])=[N:9][C:8]2[CH:7]=[C:6]([N:17]([CH2:21][CH2:22][Cl:23])[CH2:18][CH2:19][Cl:20])[CH:5]=[CH:4][C:3]1=2.Cl.[CH2:25](O)[CH2:26][CH2:27][CH3:28].C1(N=C=NC2CCCCC2)CCCCC1>CN(C1C=CN=CC=1)C>[CH2:25]([O:15][C:14](=[O:16])[CH2:13][CH2:12][CH2:11][C:10]1[N:2]([CH3:1])[C:3]2[CH:4]=[CH:5][C:6]([N:17]([CH2:18][CH2:19][Cl:20])[CH2:21][CH2:22][Cl:23])=[CH:7][C:8]=2[N:9]=1)[CH2:26][CH2:27][CH3:28] |f:0.1|.